From a dataset of the Open Reaction Database (ORD), a public repository of structured organic reaction records. describe an organic reaction: reactants, conditions, products, and yield The reactants are C1(CC1)C=1C(=CC2=C(C(=C(O2)C2=CC=C(C=C2)OC2=CC=C(C=C2)F)C(=O)O)C1)NS(=O)(=O)C (5-cyclopropyl-2-[4-(4-fluoro-phenoxy)-phenyl]-6-methanesulfonylamino-benzofuran-3-carboxylic acid), C1=CN(C=N1)C(=O)N2C=CN=C2 (CDI), Cl.CN (Methyl amine hydrochloride), CCN(C(C)C)C(C)C (DIPEA). Solvent: CN(C)C=O (DMF). Run at time 2 hour. Product: CNC(=O)C1=C(OC2=C1C=C(C(=C2)NS(=O)(=O)C)C2CC2)C2=CC=C(C=C2)OC2=CC=C(C=C2)F (5-cyclopropyl-2-[4-(4-fluoro-phenoxy)-phenyl]-6-methanesulfonylamino-benzofuran-3-carboxylic acid methylamide). Isolated yield 80.5%. As a reaction SMILES: [CH:1]1([C:4]2[C:5]([NH:30][S:31]([CH3:34])(=[O:33])=[O:32])=[CH:6][C:7]3[O:11][C:10]([C:12]4[CH:17]=[CH:16][C:15]([O:18][C:19]5[CH:24]=[CH:23][C:22]([F:25])=[CH:21][CH:20]=5)=[CH:14][CH:13]=4)=[C:9]([C:26]([OH:28])=O)[C:8]=3[CH:29]=2)[CH2:3][CH2:2]1.C1N=C[N:37](C(N2C=NC=C2)=O)[CH:36]=1.Cl.CN.CCN(C(C)C)C(C)C>CN(C=O)C>[CH3:36][NH:37][C:26]([C:9]1[C:8]2[CH:29]=[C:4]([CH:1]3[CH2:3][CH2:2]3)[C:5]([NH:30][S:31]([CH3:34])(=[O:33])=[O:32])=[CH:6][C:7]=2[O:11][C:10]=1[C:12]1[CH:13]=[CH:14][C:15]([O:18][C:19]2[CH:24]=[CH:23][C:22]([F:25])=[CH:21][CH:20]=2)=[CH:16][CH:17]=1)=[O:28] |f:2.3|. Procedure details: step 1—To a solution of 28 (0.51 g, 1.07 mmol) in dry DMF (5 mL) was added CDI (0.19 g, 1.17 mmol) and the solution stirred at RT for 2 h. Methyl amine hydrochloride (0.72 g, 10.7 mmol) and DIPEA (1.4 g, 10.7 mmol) were added and the resulting solution heated at 85° C. for 3 h. The solution was cooled and partitioned between EtOAc and H2O. The organic phase was dried (Na2SO4), filtered and concentrated. The crude product was purified by SiO2 chromatography eluting with an EtOAc/hexane gradient (... Reactants: solution, B(F)(F)F.CCOCC (boron trifluoride etherate), ClC(C(O[C@@H]1[C@H](OC(C)=O)[C@@H](OC(C)=O)[C@H](OC(C)=O)CS1)=N)(Cl)Cl (2,3,4-tri-O-acetyl-5-thio-α-D-xylopyranosyl trichloroacetimidate), OC1=CC=C(C#N)C=C1 (4-hydroxybenzonitrile), C([O-])(O)=O.[Na+] (sodium bicarbonate). The solvent is C(Cl)Cl (methylene chloride), C(Cl)Cl (methylene chloride). Product: C(C)(=O)O[C@H]1[C@H](OC2=CC=C(C=C2)C#N)SC[C@H]([C@@H]1OC(C)=O)OC(C)=O (4-cyanophenyl 2,3,4-tri-O-acetyl-5-thio-β-D-xylopyranoside). Isolated yield 80.0%. As a reaction SMILES: B(F)(F)F.CCOCC.Cl[C:11](Cl)(Cl)[C:12](=N)[O:13][C@H:14]1[S:31][CH2:30][C@@H:25]([O:26][C:27](=[O:29])[CH3:28])[C@H:20]([O:21][C:22](=[O:24])[CH3:23])[C@H:15]1[O:16][C:17](=[O:19])[CH3:18].OC1C=[CH:42][C:39]([C:40]#[N:41])=[CH:38][CH:37]=1.C(=O)(O)[O-].[Na+]>C(Cl)Cl>[C:17]([O:16][C@@H:15]1[C@@H:20]([O:21][C:22](=[O:24])[CH3:23])[C@H:25]([O:26][C:27](=[O:29])[CH3:28])[CH2:30][S:31][C@H:14]1[O:13][C:12]1[CH:37]=[CH:38][C:39]([C:40]#[N:41])=[CH:42][CH:11]=1)(=[O:19])[CH3:18] |f:0.1,4.5|. Procedure details: 1 ml of a 0.1M solution of boron trifluoride etherate in methylene chloride is added at -15° C., under an inert atmosphere, to a suspension of 250 mg (0.57.10-3 mol) of 2,3,4-tri-O-acetyl-5-thio-α-D-xylopyranosyl trichloroacetimidate, 57 mg (0.48.10-3 mol) of 4-hydroxybenzonitrile and a molecular sieve (1 nm) in 10 ml of methylene chloride. The reaction medium is allowed to return gradually to 0° C. and, after a reaction time of 3 h, is neutralized with sodium bicarbonate. The reaction mixture i... Starting materials: CSC(=NCC[SH](C)c1nc[nH]c1C)NC#N, CN, O, O. Yields the product CNC(=NC#N)NCC[SH](C)c1nc[nH]c1C. As a reaction SMILES: [C:2](#[N:3])[NH:4][C:5]([S:6][CH3:7])=[N:8][CH2:9][CH2:10][SH:11]([CH3:12])[c:13]1[n:14][cH:15][nH:16][c:17]1[CH3:18].[CH3:19][NH2:20].[OH2:1].[OH2:21]>>[C:2](#[N:3])[N:4]=[C:5]([NH:8][CH2:9][CH2:10][SH:11]([CH3:12])[c:13]1[n:14][cH:15][nH:16][c:17]1[CH3:18])[NH:20][CH3:19]. Starting materials: O=C(Cl)C1CCCCC1, Cn1c(C#N)ccc1-c1ccc(N)cc1. Product: Cn1c(C#N)ccc1-c1ccc(NC(=O)C2CCCCC2)cc1. RXN SMILES: [CH:16]1([C:22](=[O:23])[Cl:24])[CH2:17][CH2:18][CH2:19][CH2:20][CH2:21]1.[NH2:1][c:2]1[cH:3][cH:4][c:5](-[c:8]2[cH:9][cH:10][c:11]([C:14]#[N:15])[n:12]2[CH3:13])[cH:6][cH:7]1>>[NH:1]([c:2]1[cH:3][cH:4][c:5](-[c:8]2[cH:9][cH:10][c:11]([C:14]#[N:15])[n:12]2[CH3:13])[cH:6][cH:7]1)[C:22]([CH:16]1[CH2:17][CH2:18][CH2:19][CH2:20][CH2:21]1)=[O:23]. Product: C(CC1=CC(=C(C=C1)O)OC)C1=CC(=C(C=C1)O)OC (4,4′-(ethane-1,2-diyl)bis(2-methoxyphenol)). Yield: 91.0%. The reagents and catalysts are O=[Pt]=O (PtO2). Reaction SMILES: [CH:1](/[C:12]1[CH:17]=[CH:16][C:15]([OH:18])=[C:14]([O:19][CH3:20])[CH:13]=1)=[CH:2]\[C:3]1[CH:8]=[CH:7][C:6]([OH:9])=[C:5]([O:10][CH3:11])[CH:4]=1>O=[Pt]=O.C1COCC1>[CH2:1]([C:12]1[CH:17]=[CH:16][C:15]([OH:18])=[C:14]([O:19][CH3:20])[CH:13]=1)[CH2:2][C:3]1[CH:8]=[CH:7][C:6]([OH:9])=[C:5]([O:10][CH3:11])[CH:4]=1. Run in C1CCOC1 (THF). Starting materials: C(=C\C1=CC(=C(C=C1)O)OC)/C1=CC(=C(C=C1)O)OC ((E)-4,4′-(ethene-1,2-diyl)bis(2-methoxyphenol)). Procedure details: A Parr reaction vessel was charged with (E)-4,4′-(ethene-1,2-diyl)bis(2-methoxyphenol) (2.85 g, 10.5 mmol), THF (50 mL), PtO2 (70 mg), and then placed under hydrogen (30 psig) and allowed to react at ambient temperature for 16 h with continuous agitation. The mixture was filtered through glass wool to remove platinum and the THF was removed under reduced pressure. The solid was washed with hexanes (2×30 mL) and dried under reduced pressure to afford 2.62 g of light brown solid (91% yield). 1H NM... The reactants are BrBr (Bromine), ClC1=NC(=NC(=C1)OC)OC (4-chloro-2,6-dimethoxy-pyrimidine), C(=O)(O)[O-].[Na+] (NaHCO3), CO (MeOH). Solvent: O (water). Conditions: time 8 hour. Yields the product BrC=1C(=NC(=NC1OC)OC)Cl (5-Bromo-4-chloro-2,6-dimethoxy-pyrimidine). The yield is 85.9%. As a reaction SMILES: [Cl:1][C:2]1[CH:7]=[C:6]([O:8][CH3:9])[N:5]=[C:4]([O:10][CH3:11])[N:3]=1.C([O-])(O)=O.[Na+].CO.[Br:19]Br>O>[Br:19][C:7]1[C:2]([Cl:1])=[N:3][C:4]([O:10][CH3:11])=[N:5][C:6]=1[O:8][CH3:9] |f:1.2|. Reported procedure: In a 250 mL round bottom flask, 4-chloro-2,6-dimethoxy-pyrimidine (3.25 g, 18.65 mmol) and NaHCO3 (3.6 g, 42.9 mmol) was charged with MeOH and water (1:1 ratio, 160 mL). Bromine (1.44 mL, 27.97 mmol) was added to the mixture dropwise (in 1 hour). The reaction was stirred at room temperature overnight. The reaction mixture was concentrated down. Ethyl acetate was added, followed by washing with brine. The organic layer was concentrated down and purified (silica gel, 0-50% EtOAC/hexane) to give wh... The reactants are CC(=O)O[BH-](OC(C)=O)OC(C)=O, O=C([O-])O, CC(C)=O, CCO, CC(=O)O, CC(C)(C)OC(=O)N1CCCC(N)C1, [Na+], [Na+]. Yields the product CC(C)NC1CCCN(C(=O)OC(C)(C)C)C1. Reaction SMILES: [C:19]([O:20][BH-:21]([O:22][C:23](=[O:24])[CH3:25])[O:26][C:27](=[O:28])[CH3:29])(=[O:30])[CH3:31].[C:33](=[O:34])([O-:35])[OH:36].[CH3:15][C:16]([CH3:17])=[O:18].[CH3:38][CH2:39][OH:40].[CH3:41][C:42](=[O:43])[OH:44].[NH2:1][CH:2]1[CH2:3][N:4]([C:8](=[O:9])[O:10][C:11]([CH3:12])([CH3:13])[CH3:14])[CH2:5][CH2:6][CH2:7]1.[Na+:32].[Na+:37]>>[NH:1]([CH:2]1[CH2:3][N:4]([C:8](=[O:9])[O:10][C:11]([CH3:12])([CH3:13])[CH3:14])[CH2:5][CH2:6][CH2:7]1)[CH:16]([CH3:15])[CH3:17].